This data is from the Open Reaction Database (ORD), a public repository of structured organic reaction records. The task is: describe an organic reaction: reactants, conditions, products, and yield The reactants are C(=C)C=1C=C(C=CC1OCC1=NC2=CC=CC=C2C=C1)CC(=O)OC (Methyl 2-[3-vinyl-4-(quinolin-2-yl-methoxy)phenyl]acetate), [OH-].[Na+] (sodium hydroxide). The product is C(=C)C=1C=C(C=CC1OCC1=NC2=CC=CC=C2C=C1)CC(=O)O (2-[3-Vinyl-4-(quinolin-2-yl-methoxy)phenyl]acetic acid). Reaction SMILES: [CH:1]([C:3]1[CH:4]=[C:5]([CH2:21][C:22]([O:24]C)=[O:23])[CH:6]=[CH:7][C:8]=1[O:9][CH2:10][C:11]1[CH:20]=[CH:19][C:18]2[C:13](=[CH:14][CH:15]=[CH:16][CH:17]=2)[N:12]=1)=[CH2:2].[OH-].[Na+]>>[CH:1]([C:3]1[CH:4]=[C:5]([CH2:21][C:22]([OH:24])=[O:23])[CH:6]=[CH:7][C:8]=1[O:9][CH2:10][C:11]1[CH:20]=[CH:19][C:18]2[C:13](=[CH:14][CH:15]=[CH:16][CH:17]=2)[N:12]=1)=[CH2:2] |f:1.2|. Procedure: In analogy to the procedure of Example XV, the title compound is prepared from 1.1 g (3.3 mmol) of the compound from Example XXXII and 5 ml (5 mmol) of 1N sodium hydroxide solution. Starting materials: COc1cc(N2CCN(Cc3ccccc3)CC2)c(Br)cc1Cl, CC(Cl)OC(=O)Cl, ClCCCl. The product is COc1cc(N2CCNCC2)c(Br)cc1Cl. RXN SMILES: [CH2:1]([c:2]1[cH:3][cH:4][cH:5][cH:6][cH:7]1)[N:8]1[CH2:9][CH2:10][N:11]([c:14]2[c:15]([Br:23])[cH:16][c:17]([Cl:22])[c:18]([O:20][CH3:21])[cH:19]2)[CH2:12][CH2:13]1.[Cl:24][C:25]([O:26][CH:27]([Cl:28])[CH3:29])=[O:30].[Cl:31][CH2:32][CH2:33][Cl:34]>>[NH:8]1[CH2:9][CH2:10][N:11]([c:14]2[c:15]([Br:23])[cH:16][c:17]([Cl:22])[c:18]([O:20][CH3:21])[cH:19]2)[CH2:12][CH2:13]1. The reactants are BrC=1C=CC(=NC1)N1N=C(C=C1C(F)(F)F)C(NO)=N (1-(5-Bromopyridin-2-yl)-N-hydroxy-5-(trifluoromethyl)-1H-pyrazole-3-carboximidamide), intermediate, Cl.NO (hydroxylamine hydrochloride), C(=O)([O-])[O-].[Na+].[Na+] (Na2CO3), C(C)O (ethanol). Run at temperature 85 celsius, time 6 hour. The product is BrC=1C=CC(=NC1)N1N=C(C=C1C(F)(F)F)C1=NOC(N1C)=O (3-(1-(5-Bromopyridin-2-yl)-5-(trifluoromethyl)-1H-pyrazol-3-yl)-4-methyl-1,2,4-oxadiazol-5(4H)-one). The yield is 64.0%. RXN SMILES: [Br:1][C:2]1[CH:3]=[CH:4][C:5]([N:8]2[C:12]([C:13]([F:16])([F:15])[F:14])=[CH:11][C:10]([C:17](=[NH:20])[NH:18][OH:19])=[N:9]2)=[N:6][CH:7]=1.Cl.NO.[C:24]([O-:27])([O-])=O.[Na+].[Na+].[CH2:30](O)C>>[Br:1][C:2]1[CH:3]=[CH:4][C:5]([N:8]2[C:12]([C:13]([F:14])([F:16])[F:15])=[CH:11][C:10]([C:17]3[N:20]([CH3:30])[C:24](=[O:27])[O:19][N:18]=3)=[N:9]2)=[N:6][CH:7]=1 |f:1.2,3.4.5|. Procedure: Step-3: 1-(5-Bromopyridin-2-yl)-N-hydroxy-5-(trifluoromethyl)-1H-pyrazole-3-carboximidamide: A mixture of step-2 intermediate (150 mg, 0.473 mmol), hydroxylamine hydrochloride (82 mg, 1.183 mmol) and Na2CO3 (125 mg, 1.183 mmol) in ethanol (10 mL) was stirred at 85° C. for 6 h. Reaction mixture was cooled to room temperature and the solvent was evaporated under vacuum. Water (10 mL) was added to the obtained residue and extracted with ethyl acetate (2×25 mL). The combined organic layers were wash... The reactants are C(C)OC(C(CC1=CC=C(C=C1)O)(OC1=CC=C(C=C1)C(F)(F)F)C)=O (3-(4-hydroxyphenyl)-2-methyl-2-(4-trifluoromethyl-phenoxy)-propionic acid ethyl ester), CC1=C(N=C(O1)C1(CCCCC1)C)CCOS(=O)(=O)C1=CC=C(C=C1)C (toluene-4-sulfonic acid 2-[5-methyl-2-(1-methylcyclohexyl)oxazol-4-yl)-ethyl ester). Product: CC(C(=O)O)(CC1=CC=C(C=C1)OCCC=1N=C(OC1C)C1(CCCCC1)C)OC1=CC=C(C=C1)C(F)(F)F (2-Methyl-3-(4-{2-[5-methyl-2-(1-methyl-cyclohexyl)-oxazol-4-yl]-ethoxy}-phenyl)-2-(4-trifluoromethyl-phenoxy)-propionic acid). Reaction SMILES: C([O:3][C:4](=[O:26])[C:5]([CH3:25])([O:14][C:15]1[CH:20]=[CH:19][C:18]([C:21]([F:24])([F:23])[F:22])=[CH:17][CH:16]=1)[CH2:6][C:7]1[CH:12]=[CH:11][C:10]([OH:13])=[CH:9][CH:8]=1)C.[CH3:27][C:28]1[O:32][C:31]([C:33]2([CH3:39])[CH2:38][CH2:37][CH2:36][CH2:35][CH2:34]2)=[N:30][C:29]=1[CH2:40][CH2:41]OS(C1C=CC(C)=CC=1)(=O)=O>>[CH3:25][C:5]([O:14][C:15]1[CH:20]=[CH:19][C:18]([C:21]([F:23])([F:24])[F:22])=[CH:17][CH:16]=1)([CH2:6][C:7]1[CH:12]=[CH:11][C:10]([O:13][CH2:41][CH2:40][C:29]2[N:30]=[C:31]([C:33]3([CH3:39])[CH2:38][CH2:37][CH2:36][CH2:35][CH2:34]3)[O:32][C:28]=2[CH3:27])=[CH:9][CH:8]=1)[C:4]([OH:3])=[O:26]. Reported procedure: The title compound was prepared from 3-(4-hydroxyphenyl)-2-methyl-2-(4-trifluoromethyl-phenoxy)-propionic acid ethyl ester and toluene-4-sulfonic acid 2-[5-methyl-2-(1-methylcyclohexyl)oxazol-4-yl)-ethyl ester using the procedure of Example 50. 1H NMR (400 MHz, CDCl3) δ 7.49 (d, 2H, J=8.60 Hz), 7.15 (d, 2H, J=8.60 Hz), 6.94 (d, 2H, J=8.60 Hz), 6.78 (d, 2H, J=8.60 Hz), 4.13 (t, 2H, J=6.25 Hz), 3.25 (d, 1H, J=14.08 Hz), 3.15 (d, 1H, J 14.08 Hz), 2.99 (t, 2H, J=6.25 Hz), 2.33 (s, 3H), 2.14-2.06 (m,... Starting materials: CC1=C2C=C3C=CC4=CC=CC(C2=CC=C1)=C43 (7-methylacephenanthrylene), O.O.[Cr](=O)(=O)([O-])O[Cr](=O)(=O)[O-].[Na+].[Na+] (sodium dichromate dihydrate). Solvent: C(C)(=O)O (acetic acid). Product: CC=1C=CC=C2C=3C=CC=C4C3C(=CC12)C(=O)OC4=O (8-Methylphenanthrene-1,10-dicarboxylic Anhydride). Isolated yield 82.4%. Reaction SMILES: [CH3:1][C:2]1[CH:16]=[CH:15][CH:14]=[C:13]2[C:3]=1[CH:4]=[C:5]1[C:17]3[C:8](=[CH:9][CH:10]=[CH:11][C:12]2=3)[CH:7]=[CH:6]1.[OH2:18].[OH2:19].[Cr](O[Cr]([O-])(=O)=O)([O-])(=O)=[O:21].[Na+].[Na+]>C(O)(=O)C>[CH3:1][C:2]1[CH:16]=[CH:15][CH:14]=[C:13]2[C:3]=1[CH:4]=[C:5]1[C:6]([O:19][C:7](=[O:21])[C:8]3[C:17]1=[C:12]2[CH:11]=[CH:10][CH:9]=3)=[O:18] |f:1.2.3.4.5|. Procedure: A suspension of 7-methylacephenanthrylene (0.56 g, 2.59 mmol) and sodium dichromate dihydrate (2.70 g, 9.07 mmol) in glacial acetic acid (10 mL) was heated at reflux for 4 h. The reaction mixture was allowed to cool and the resulting solid was collected by suction filtration. The solid was dried to give 0.56 g (80%) of the anhydride: MS (CI) m/e (%) 263 (M+H+, 100); 1H NMR (DMSO-d6, 300 MHz) δ 9.55 (d, 1H, J=8.8 Hz), 9.04 (s, 1H), 8.89 (d, 1H, J=8.5 Hz), 8.55 (d, 1H, J=7.4 Hz), 7.75 (d, 1H, J=7.... Starting materials: ClC1=NC2=CC=C(C=C2C=C1C(=O)O)Cl (2,6-dichloroquinoline-3-carboxylic acid), NC(CCC1=CC=CC=C1)C(=O)O (DL-homophenylalanine). Yields the product C(=O)(O)C(CCC1=CC=CC=C1)NC1=NC2=CC=C(C=C2C=C1C(=O)O)Cl (2-(1-Carboxy-3-phenyl-propylamino)-6-chloro-quinoline-3-carboxylic acid). Yield: 77.0%. RXN SMILES: Cl[C:2]1[C:11]([C:12]([OH:14])=[O:13])=[CH:10][C:9]2[C:4](=[CH:5][CH:6]=[C:7]([Cl:15])[CH:8]=2)[N:3]=1.[NH2:16][CH:17]([C:26]([OH:28])=[O:27])[CH2:18][CH2:19][C:20]1[CH:25]=[CH:24][CH:23]=[CH:22][CH:21]=1>>[C:26]([CH:17]([NH:16][C:2]1[C:11]([C:12]([OH:14])=[O:13])=[CH:10][C:9]2[C:4](=[CH:5][CH:6]=[C:7]([Cl:15])[CH:8]=2)[N:3]=1)[CH2:18][CH2:19][C:20]1[CH:25]=[CH:24][CH:23]=[CH:22][CH:21]=1)([OH:28])=[O:27]. Procedure details: In close analogy to the procedure described in Example 1, 2,6-dichloroquinoline-3-carboxylic acid is reacted with DL-homophenylalanine to provide the title compound in 77% yield as yellow needles (recrystallization from EtOH).